Dataset: the Open Reaction Database (ORD), a public repository of structured organic reaction records. Task: describe an organic reaction: reactants, conditions, products, and yield Starting materials: COC1=NC(=NC(=N1)OC)N (4,6-dimethoxy-1,3,5-triazine-2-amine), C(=O)(OC)C1=C(CCC1)S(=O)(=O)N=C=O (2-Carbomethoxy-1-cyclopentene-1-sulfonyl Isocyanate). Run in C(C)#N (acetonitrile), C(C)#N (acetonitrile), solution. Reaction conditions: time 24 hour. Yields the product COC1=NC(=NC(=N1)OC)NC(=O)NS(=O)(=O)C1=C(CCC1)C(=O)OC (Methyl 2-[[(4,6-Dimethoxy-1,3,5-triazin-2-yl)aminocarbonyl]aminosulfonyl]-1-cyclopentene-1-carboxylate). Reaction SMILES: [C:1]([C:5]1[CH2:9][CH2:8][CH2:7][C:6]=1[S:10]([N:13]=[C:14]=[O:15])(=[O:12])=[O:11])([O:3][CH3:4])=[O:2].[CH3:16][O:17][C:18]1[N:23]=[C:22]([O:24][CH3:25])[N:21]=[C:20]([NH2:26])[N:19]=1>C(#N)C>[CH3:25][O:24][C:22]1[N:23]=[C:18]([O:17][CH3:16])[N:19]=[C:20]([NH:26][C:14]([NH:13][S:10]([C:6]2[CH2:7][CH2:8][CH2:9][C:5]=2[C:1]([O:3][CH3:4])=[O:2])(=[O:11])=[O:12])=[O:15])[N:21]=1. Procedure: The sulfonyl isocyanate product of Example 3 (5 g) was diluted to a concentration of 1.5M with dry acetonitrile and 2.0 ml of this solution was added to a stirred suspension of 0.27 g 4,6-dimethoxy-1,3,5-triazine-2-amine in 4.0 ml dry acetonitrile under a nitrogen atmosphere. The mixture was heated briefly on the steam bath until a homogeneous solution resulted, then stirred at ambient temperature for 24 hours. Dilution of the mixture with ether precipitated the product which was collected by fi... The reactants are C(C)OC(CNC(=O)C1=CNC(=C1C)C=O)=O ([(5-formyl-4-methyl-1H-pyrrole-3-carbonyl)-amino]-acetic acid ethyl ester), N1CCCCC1 (piperidine), CC1(CC=2CC(NC2C=C1)=O)S(=O)(=O)NC (5-Methyl-5-methylaminosulfonyl-2-oxindole). Run in C(C)O (ethanol). Product: C(C)OC(CNC(=O)C1=CNC(=C1C)C=C1C(NC2=CC=C(C(=C12)C)S(NC)(=O)=O)=O)=O ({[4-Methyl-5-(4-methyl-5-methylsulfamoyl-2-oxo-1,2-dihydro-indol-3-ylidenemethyl)-1H-pyrrole-3-carbonyl]-amino}-acetic acid ethyl ester). The yield is 52.0%. RXN SMILES: C[C:2]1([S:12]([NH:15][CH3:16])(=[O:14])=[O:13])[CH:10]=[CH:9][C:8]2[NH:7][C:6](=[O:11])[CH2:5][C:4]=2[CH2:3]1.[CH2:17]([O:19][C:20](=[O:33])[CH2:21][NH:22][C:23]([C:25]1[C:29]([CH3:30])=[C:28]([CH:31]=O)[NH:27][CH:26]=1)=[O:24])[CH3:18].N1CCCC[CH2:35]1>C(O)C>[CH2:17]([O:19][C:20](=[O:33])[CH2:21][NH:22][C:23]([C:25]1[C:29]([CH3:30])=[C:28]([CH:31]=[C:5]2[C:4]3[C:8](=[CH:9][CH:10]=[C:2]([S:12](=[O:13])(=[O:14])[NH:15][CH3:16])[C:3]=3[CH3:35])[NH:7][C:6]2=[O:11])[NH:27][CH:26]=1)=[O:24])[CH3:18]. Reported procedure: 5-Methyl-5-methylaminosulfonyl-2-oxindole (50 mg, 0.21 mmol) was condensed with [(5-formyl-4-methyl-1H-pyrrole-3-carbonyl)-amino]-acetic acid ethyl ester (100 mg, 0.42 mmol) and piperidine (0.1 mL) in ethanol (2 mL) to give 50 mg (52%) of the title compound. The reactants are C=1C=CC(=CC1)P(C=2C=CC=CC2)C3=CC=C4C=CC=CC4=C3C5=C6C=CC=CC6=CC=C5P(C=7C=CC=CC7)C=8C=CC=CC8 (BINAP), C(C)(C)(C)OC(=O)N1CCC2=C(CC1)C(=C(C=C2)Cl)SCC=2C=NC(=CC2)Cl (3-tert-butoxycarbonyl-7-chloro-6-(6-chloro-pyridin-3-ylmethylthio)-2,3,4,5-tetrahydro-1H-benzo[d]azepine), CC(C)([O-])C.[Na+] (sodium-tert-butoxide), C1(CCCCC1)N (cyclohexylamine). The reagents and catalysts are C(C)(=O)[O-].[Pd+2].C(C)(=O)[O-] (palladium(II) acetate). The solvent is C1(=CC=CC=C1)C (toluene). Conditions: temperature 95 celsius. The product is C(C)(C)(C)OC(=O)N1CCC2=C(CC1)C(=C(C=C2)Cl)SCC=2C=NC(=CC2)NC2CCCCC2 (3-tert-butoxycarbonyl-7-chloro-6-(6-cyclohexylamino-pyridin-3-ylmethylthio)-2,3,4,5-tetrahydro-1H-benzo[d]azepine). Yield: 33.2%. Reaction SMILES: C1C=CC(P(C2C(C3C(P(C4C=CC=CC=4)C4C=CC=CC=4)=CC=C4C=3C=CC=C4)=C3C(C=CC=C3)=CC=2)C2C=CC=CC=2)=CC=1.CC(C)([O-])C.[Na+].[CH:53]1([NH2:59])[CH2:58][CH2:57][CH2:56][CH2:55][CH2:54]1.[C:60]([O:64][C:65]([N:67]1[CH2:73][CH2:72][C:71]2[C:74]([S:79][CH2:80][C:81]3[CH:82]=[N:83][C:84](Cl)=[CH:85][CH:86]=3)=[C:75]([Cl:78])[CH:76]=[CH:77][C:70]=2[CH2:69][CH2:68]1)=[O:66])([CH3:63])([CH3:62])[CH3:61]>C1(C)C=CC=CC=1.C([O-])(=O)C.[Pd+2].C([O-])(=O)C>[C:60]([O:64][C:65]([N:67]1[CH2:73][CH2:72][C:71]2[C:74]([S:79][CH2:80][C:81]3[CH:82]=[N:83][C:84]([NH:59][CH:53]4[CH2:58][CH2:57][CH2:56][CH2:55][CH2:54]4)=[CH:85][CH:86]=3)=[C:75]([Cl:78])[CH:76]=[CH:77][C:70]=2[CH2:69][CH2:68]1)=[O:66])([CH3:63])([CH3:61])[CH3:62] |f:1.2,6.7.8|. Procedure: Slurry palladium(II) acetate (434 mg, 1.9 mmol), BINAP (1.2 g, 1.9 mmol), sodium-tert-butoxide (644 mg, 6.7 mmol), cyclohexylamine (1.4 g, 14.4 mmol) and 3-tert-butoxycarbonyl-7-chloro-6-(6-chloro-pyridin-3-ylmethylthio)-2,3,4,5-tetrahydro-1H-benzo[d]azepine (2.1 g, 4.8 mmol) in anhydrous toluene (70 mL). Degas the slurry under house vacuum, then buble nitrogen. Heat the mixture to 95° C. for 16 h under a nitrogen atmosphere. Cool the mixture to room temperature, dilute with EtOAc (50 mL) and fi... Starting materials: C(C)(=O)Cl (Acetyl chloride), ice, N1(CCC(CC1)C1=NN=C2CNCC3=C(N12)C=CC=C3)C3=NC=CC=C3 (1-(3,4,5,6-Tetrahydro-2H-[1,2′]bipyridinyl-4-yl)-5,6-dihydro-4H-2,3,5,10b-tetraaza-benzo[e]azulene). Reported procedure: Acetyl chloride (22 mg, 0.29 mmol) was added to an ice cooled solution of the amine of example 1 (100 mg, 0.29 mmol) in dichloromethane (50 ml) and stirred at room temperature for 2 hours. The dichloromethane was evaporated off under reduced pressure and the residue purified by chromatography on silica gel using methanol and ammonium hydroxide in dichloromethane (5:0.5:95) as eluant to give the title compound as a brown foam (102 mg). Reaction SMILES: [C:1](Cl)(=[O:3])[CH3:2].[N:5]1([C:25]2[CH:30]=[CH:29][CH:28]=[CH:27][N:26]=2)[CH2:10][CH2:9][CH:8]([C:11]2[N:20]3[C:14]([CH2:15][NH:16][CH2:17][C:18]4[CH:24]=[CH:23][CH:22]=[CH:21][C:19]=43)=[N:13][N:12]=2)[CH2:7][CH2:6]1>ClCCl>[N:5]1([C:25]2[CH:30]=[CH:29][CH:28]=[CH:27][N:26]=2)[CH2:10][CH2:9][CH:8]([C:11]2[N:20]3[C:14]([CH2:15][N:16]([C:1](=[O:3])[CH3:2])[CH2:17][C:18]4[CH:24]=[CH:23][CH:22]=[CH:21][C:19]=43)=[N:13][N:12]=2)[CH2:7][CH2:6]1. Isolated yield 90.5%. Run at time 2 hour. Yields the product N1(CCC(CC1)C1=NN=C2CN(CC3=C(N12)C=CC=C3)C(C)=O)C3=NC=CC=C3 (1-[1-(3,4,5,6-Tetrahydro-2H-[1,2′]bipyridinyl-4-yl)-4H ,6H-2,3,5,10b-tetraaza-benzo[e]azulen-5-yl]-ethanone). Run in ClCCl (dichloromethane).